From a dataset of the Open Reaction Database (ORD), a public repository of structured organic reaction records. describe an organic reaction: reactants, conditions, products, and yield Reactants: BrC1=C2C3(C(N(C2=CC=C1)C)=O)COC=1C3=CC3=C(OCO3)C1 (4′-Bromo-1′-methylspiro[furo[2,3-f][1,3]benzodioxole-7,3′-indol]-2′(1′H)-one). Solvent: C(C)#N.C(C)(C)(C)OC (acetonitrile tert-butylmethylether). Product: BrC1=C2[C@@]3(C(N(C2=CC=C1)C)=O)COC=1C3=CC3=C(OCO3)C1 ((7R)-4′-bromo-1′-methylspiro[furo[2,3-f][1,3]benzodioxole-7,3′-indol]-2′(1′H)-one). Reaction SMILES: [Br:1][C:2]1[CH:10]=[CH:9][CH:8]=[C:7]2[C:3]=1[C:4]1([C:16]3=[CH:17][C:18]4[O:22][CH2:21][O:20][C:19]=4[CH:23]=[C:15]3[O:14][CH2:13]1)[C:5](=[O:12])[N:6]2[CH3:11]>C(#N)C.C(OC)(C)(C)C>[Br:1][C:2]1[CH:10]=[CH:9][CH:8]=[C:7]2[C:3]=1[C@@:4]1([C:16]3=[CH:17][C:18]4[O:22][CH2:21][O:20][C:19]=4[CH:23]=[C:15]3[O:14][CH2:13]1)[C:5](=[O:12])[N:6]2[CH3:11] |f:1.2|. Procedure details: 4′-Bromo-1′-methylspiro[furo[2,3-f][1,3]benzodioxole-7,3′-indol]-2′(1′H)-one (0.32 g, 8.58 mmol) was resolved on a semi-preparative chiral column (CHIRALPAK-IA, Chiral Technologies, Inc.) eluted with 5% acetonitrile in tert-butylmethylether at 30 mL/min. Each run consisted of 50 mg of the racemate dissolved in acetonitrile/tert-butylmethylether (1:1). (7R)-4′-bromo-1′-methylspiro[furo[2,3-f][1,3]benzodioxole-7,3′-indol]-2′(1′H)-one (0.14 g, 86%) was the first enantiomer to elute and was obtained... The reactants are Fc1cc(C(F)(F)F)cnc1Cl, [Cs+], [F-], [F-], [K+], C1COCCOCCOCCOCCOCCO1, O=S1(=O)CCCC1. The product is Fc1cc(C(F)(F)F)cnc1F. As a reaction SMILES: [Cl:5][c:6]1[n:7][cH:8][c:9]([C:13]([F:14])([F:15])[F:16])[cH:10][c:11]1[F:12].[Cs+:4].[F-:1].[F-:3].[K+:2].[O:17]1[CH2:18][CH2:19][O:20][CH2:21][CH2:22][O:23][CH2:24][CH2:25][O:26][CH2:27][CH2:28][O:29][CH2:30][CH2:31][O:32][CH2:33][CH2:34]1.[S:35]1(=[O:40])(=[O:41])[CH2:36][CH2:37][CH2:38][CH2:39]1>>[F:1][c:6]1[n:7][cH:8][c:9]([C:13]([F:14])([F:15])[F:16])[cH:10][c:11]1[F:12]. Starting materials: C12C(C3CC(CC(C1)C3)C2)=C2C3CC1CC(CC2C1)C3 (adamantylidene adamantane), formula 19, ClN1C(CCC1=O)=O (N-chlorosuccinimide), C1(O)=CC=C(O)C=C1 (hydroquinone). Solvent: C(Cl)Cl (CH2Cl2). Reaction conditions: time 1 hour. Product: ClC12C(C3CC(CC(C1)C3)C2)=C2C3CC1CC(CC2C1)C3 (chloroadamantylidene adamantane). RXN SMILES: [CH:1]12[CH2:10][CH:5]3[CH2:6][CH:7]([CH2:9][CH:3]([CH2:4]3)[C:2]1=[C:11]1[CH:18]3[CH2:19][CH:14]4[CH2:15][CH:16]([CH2:20][CH:12]1[CH2:13]4)[CH2:17]3)[CH2:8]2.[Cl:21]N1C(=O)CCC1=O.C1(C=CC(O)=CC=1)O>C(Cl)Cl>[Cl:21][C:1]12[CH2:8][CH:7]3[CH2:6][CH:5]([CH2:4][CH:3]([CH2:9]3)[C:2]1=[C:11]1[CH:12]3[CH2:20][CH:16]4[CH2:15][CH:14]([CH2:19][CH:18]1[CH2:17]4)[CH2:13]3)[CH2:10]2. Procedure details: To a solution of 1 mmol (268 mg) adamantylidene adamantane having the formula 19 in 20 cm3CH2Cl2, 1.05 mmoles (140 mg) N-chlorosuccinimide was added. The reaction mixture was stirred at room temperature for 1 hour, diluted with CH2Cl2, and washed twice with water. The organic layer was dried with MgSO4 and evaporated. The yield of 4-eq.-chloroadamantylideneadamantane was 300 mg (98%), melting point: 142°-143° C. (literature: 144°-145° C.). 1H NMR (CDCl3): δ 4.15 (br s, 1H); 3.05 (br s 1H); 2.8 (... The reactants are CC#N, N=O, O=C1c2ccccc2C(=O)N1O. Yields the product O=Cc1ccccc1C=O. Reaction SMILES: [CH3:15][C:16]#[N:17].[N:1]=[O:2].[OH:3][N:4]1[C:5](=[O:14])[c:6]2[c:7]([cH:10][cH:11][cH:12][cH:13]2)[C:8]1=[O:9]>>[CH:5]([c:6]1[c:7]([CH:8]=[O:9])[cH:10][cH:11][cH:12][cH:13]1)=[O:14]. Starting materials: COC(=O)c1c(-c2ccc(F)cc2)nc(OS(C)(=O)=O)nc1C(C)C, N, C1CCOC1, O. Product: COC(=O)c1c(-c2ccc(F)cc2)nc(N)nc1C(C)C. As a reaction SMILES: [F:1][c:2]1[cH:3][cH:4][c:5](-[c:8]2[n:9][c:10]([O:21][S:22]([CH3:23])(=[O:24])=[O:25])[n:11][c:12]([CH:18]([CH3:19])[CH3:20])[c:13]2[C:14](=[O:15])[O:16][CH3:17])[cH:6][cH:7]1.[NH3:31].[O:26]1[CH2:27][CH2:28][CH2:29][CH2:30]1.[OH2:32]>>[F:1][c:2]1[cH:3][cH:4][c:5](-[c:8]2[n:9][c:10]([NH2:31])[n:11][c:12]([CH:18]([CH3:19])[CH3:20])[c:13]2[C:14](=[O:15])[O:16][CH3:17])[cH:6][cH:7]1. Reactants: ClC=1C=NC=2NC=3C=CC=C(CCC4=C(C=CC(NC1N2)=C4)NC(=O)C4CCN(CC4)C(=O)OC(C)(C)C)C3 (tert-Butyl 4-({[6-chloro-2,4,8,22-tetraazatetracyclo[14.3.1.1(3,7).1(9,13)]docosa-1(20),3(22),4,6,9(21),10,12,16,18-nonaen-12-yl]amino}carbonyl)piperidine-1-carboxylate), FC(C(=O)O)(F)F (trifluoroacetic acid). Run in C(Cl)Cl (methylene chloride). The product is FC(C(=O)O)(F)F.FC(C(=O)O)(F)F.ClC=1C=NC=2NC=3C=CC=C(CCC4=C(C=CC(NC1N2)=C4)NC(=O)C4CCNCC4)C3 (N-[6-Chloro-2,4,8,22-tetraazatetracyclo[14.3.1.1(3,7).1(9,13)]docosa-1(20), 3(22),4,6,9(21),10,12,16,18-nonaen-12-yl]piperidine-4-carboxamide bis(trifluoroacetate)). The yield is 100.0%. RXN SMILES: [Cl:1][C:2]1[CH:3]=[N:4][C:5]2[NH:6][C:7]3[CH:8]=[CH:9][CH:10]=[C:11]([CH:39]=3)[CH2:12][CH2:13][C:14]3[CH:22]=[C:18]([NH:19][C:20]=1[N:21]=2)[CH:17]=[CH:16][C:15]=3[NH:23][C:24]([CH:26]1[CH2:31][CH2:30][N:29](C(OC(C)(C)C)=O)[CH2:28][CH2:27]1)=[O:25].[F:40][C:41]([F:46])([F:45])[C:42]([OH:44])=[O:43]>C(Cl)Cl>[F:40][C:41]([F:46])([F:45])[C:42]([OH:44])=[O:43].[F:40][C:41]([F:46])([F:45])[C:42]([OH:44])=[O:43].[Cl:1][C:2]1[CH:3]=[N:4][C:5]2[NH:6][C:7]3[CH:8]=[CH:9][CH:10]=[C:11]([CH:39]=3)[CH2:12][CH2:13][C:14]3[CH:22]=[C:18]([NH:19][C:20]=1[N:21]=2)[CH:17]=[CH:16][C:15]=3[NH:23][C:24]([CH:26]1[CH2:31][CH2:30][NH:29][CH2:28][CH2:27]1)=[O:25] |f:3.4.5|. Procedure details: tert-Butyl 4-({[6-chloro-2,4,8,22-tetraazatetracyclo[14.3.1.1(3,7).1(9,13)]docosa-1(20),3(22),4,6,9(21),10,12,16,18-nonaen-12-yl]amino}carbonyl)piperidine-1-carboxylate (35 mg, 0.064 mmol) was treated with trifluoroacetic acid (1.0 mL) and methylene chloride (1.0 mL) for 10 minutes and evaporated to give the desired compound (35 mg, 100% yield). 1H NMR (300 MHz, DMSO-d6): δ 9.42 (s, 2H), 9.25 (s, 1H), 8.60 (m, 1H), 8.28 (m, 1H), 8.13 (s, 1H), 8.00 (s, 1H), 7.75 (s, 1H), 7.20 (d, 1H), 7.05 (m, 2H... Starting materials: ClCCl, OCc1cnc(-c2ccc(OC(F)(F)F)cc2)nc1C(F)(F)F, O=S(Cl)Cl. Yields the product O=S(Cl)OCc1cnc(-c2ccc(OC(F)(F)F)cc2)nc1C(F)(F)F. RXN SMILES: [Cl:28][CH2:29][Cl:30].[F:1][C:2]([O:3][c:4]1[cH:5][cH:6][c:7](-[c:10]2[n:11][cH:12][c:13]([CH2:20][OH:21])[c:14]([C:16]([F:17])([F:18])[F:19])[n:15]2)[cH:8][cH:9]1)([F:22])[F:23].[S:24](=[O:25])([Cl:26])[Cl:27]>>[F:1][C:2]([O:3][c:4]1[cH:5][cH:6][c:7](-[c:10]2[n:11][cH:12][c:13]([CH2:20][O:21][S:24](=[O:25])[Cl:26])[c:14]([C:16]([F:17])([F:18])[F:19])[n:15]2)[cH:8][cH:9]1)([F:22])[F:23].